Dataset: the Open Reaction Database (ORD), a public repository of structured organic reaction records. Task: describe an organic reaction: reactants, conditions, products, and yield Reactants: C(C)OC(=O)C1(CCNCC1)CCOC (4-(2-methoxy-ethyl)-piperidine-4-carboxylic acid ethyl ester), FC(OC1=C(C=CC=C1)S(=O)(=O)Cl)(F)F (2-trifluoromethoxy-benzenesulfonyl chloride), C(CC)C1=CC=C(N)C=C1 (4-propyl-aniline). Product: C(CC)C1=CC=C(C=C1)N1C(C2(CC1)CCN(CC2)S(=O)(=O)C2=C(C=CC=C2)OC(F)(F)F)=O (2-(4-Propyl-phenyl)-8-(2-trifluoromethoxy-benzenesulfonyl)-2,8-diaza-spiro[4.5]decan-1-one). RXN SMILES: C(O[C:4]([C:6]1([CH2:12][CH2:13]OC)[CH2:11][CH2:10][NH:9][CH2:8][CH2:7]1)=[O:5])C.[F:16][C:17]([F:30])([F:29])[O:18][C:19]1[CH:24]=[CH:23][CH:22]=[CH:21][C:20]=1[S:25](Cl)(=[O:27])=[O:26].[CH2:31]([C:34]1[CH:40]=[CH:39][C:37]([NH2:38])=[CH:36][CH:35]=1)[CH2:32][CH3:33]>>[CH2:31]([C:34]1[CH:40]=[CH:39][C:37]([N:38]2[CH2:13][CH2:12][C:6]3([CH2:7][CH2:8][N:9]([S:25]([C:20]4[CH:21]=[CH:22][CH:23]=[CH:24][C:19]=4[O:18][C:17]([F:30])([F:29])[F:16])(=[O:27])=[O:26])[CH2:10][CH2:11]3)[C:4]2=[O:5])=[CH:36][CH:35]=1)[CH2:32][CH3:33]. Reported procedure: Off-white solid. MS (ESI): 497.17 (MH+). This example was prepared in analogy to example 1 step C) to D) from 4-(2-methoxy-ethyl)-piperidine-4-carboxylic acid ethyl ester (example 1 step B)), 2-trifluoromethoxy-benzenesulfonyl chloride and 4-propyl-aniline. The reactants are CC(=O)O[BH-](OC(C)=O)OC(C)=O, O=C([O-])O, CC(=O)O, ClC(Cl)Cl, ClCCl, [Na+], [Na+], CNC(=O)C1(NCc2ccc3c(c2)OCCO3)CCNCC1, O=CCn1c(=O)cnc2ccccc21. The product is CNC(=O)C1(NCc2ccc3c(c2)OCCO3)CCN(CCn2c(=O)cnc3ccccc32)CC1. RXN SMILES: [C:37]([O:38][BH-:39]([O:40][C:41](=[O:42])[CH3:43])[O:44][C:45](=[O:46])[CH3:47])(=[O:48])[CH3:49].[C:51](=[O:52])([O-:53])[OH:54].[CH3:60][C:61](=[O:62])[OH:63].[CH:56]([Cl:57])([Cl:58])[Cl:59].[Cl:64][CH2:65][Cl:66].[Na+:50].[Na+:55].[O:1]1[CH2:2][CH2:3][O:4][c:5]2[c:6]1[cH:7][cH:8][c:9]([CH2:11][NH:12][C:13]1([C:19](=[O:20])[NH:21][CH3:22])[CH2:14][CH2:15][NH:16][CH2:17][CH2:18]1)[cH:10]2.[O:23]=[c:24]1[n:25]([CH2:34][CH:35]=[O:36])[c:26]2[cH:27][cH:28][cH:29][cH:30][c:31]2[n:32][cH:33]1>>[O:1]1[CH2:2][CH2:3][O:4][c:5]2[c:6]1[cH:7][cH:8][c:9]([CH2:11][NH:12][C:13]1([C:19](=[O:20])[NH:21][CH3:22])[CH2:14][CH2:15][N:16]([CH2:35][CH2:34][n:25]3[c:24](=[O:23])[cH:33][n:32][c:31]4[c:26]3[cH:27][cH:28][cH:29][cH:30]4)[CH2:17][CH2:18]1)[cH:10]2. Reaction conditions: time 2 hour. Reported procedure: A solution of 42.95 g (0.36 mol) of propargyl bromide in 30 ml of dimethylformamide was added dropwise to a suspension of 50 g (0.26 mol) of 2-bromo-5-fluoro-phenol and 55 g of potassium carbonate in 300 ml of dimethylformamide and the mixture was subsequently stirred at room temperature for two hours. The mixture was poured on to 1500 ml of ice-water and extracted three times with 600 ml of dichloromethane each time. After drying over sodium sulfate concentration was carried out in a vacuum. Th... Solvent: CN(C=O)C (dimethylformamide), CN(C=O)C (dimethylformamide). Product: BrC1=C(C=C(C=C1)F)OCC#C (1-bromo-4-fluoro-2-prop-2-ynyloxy-benzene). The reactants are ice water, C(C#C)Br (propargyl bromide), BrC1=C(C=C(C=C1)F)O (2-bromo-5-fluoro-phenol), C([O-])([O-])=O.[K+].[K+] (potassium carbonate). The yield is 97.4%. Reaction SMILES: [CH2:1](Br)[C:2]#[CH:3].[Br:5][C:6]1[CH:11]=[CH:10][C:9]([F:12])=[CH:8][C:7]=1[OH:13].C(=O)([O-])[O-].[K+].[K+]>CN(C)C=O>[Br:5][C:6]1[CH:11]=[CH:10][C:9]([F:12])=[CH:8][C:7]=1[O:13][CH2:3][C:2]#[CH:1] |f:2.3.4|. Reactants: C(C)(C)(C)OC(NC1CCN(CC1)C1CCN(CC1)CC1=CC=CC=C1)=O (tert-butyl(1′-benzyl-[1,4′]bipiperidinyl-4-yl)-carbamate), C(=O)(C(F)(F)F)O (TFA). The solvent is C(Cl)Cl (DCM). Yields the product C(C1=CC=CC=C1)N1CCC(CC1)N1CCC(CC1)N (1′-benzyl-[1,4′]bipiperidinyl-4-ylamine). As a reaction SMILES: C(OC(=O)[NH:7][CH:8]1[CH2:13][CH2:12][N:11]([CH:14]2[CH2:19][CH2:18][N:17]([CH2:20][C:21]3[CH:26]=[CH:25][CH:24]=[CH:23][CH:22]=3)[CH2:16][CH2:15]2)[CH2:10][CH2:9]1)(C)(C)C.C(O)(C(F)(F)F)=O>C(Cl)Cl>[CH2:20]([N:17]1[CH2:16][CH2:15][CH:14]([N:11]2[CH2:12][CH2:13][CH:8]([NH2:7])[CH2:9][CH2:10]2)[CH2:19][CH2:18]1)[C:21]1[CH:26]=[CH:25][CH:24]=[CH:23][CH:22]=1. Reported procedure: A solution of 7.0 g (18.7 mmol) tert-butyl(1′-benzyl-[1,4′]bipiperidinyl-4-yl)-carbamate and 14.3 mL (185 mmol) TFA in 80 mL DCM was refluxed overnight. The mixture was evaporated down i. vac., the residue was combined with 200 mL 30% K2CO3 solution and extracted three times with 100 mL EtOAc, discarding the first 100 mL of extract. The combined organic phases were dried over Na2SO4, filtered and evaporated down. The product was reacted further without purification.